From a dataset of the Open Reaction Database (ORD), a public repository of structured organic reaction records. describe an organic reaction: reactants, conditions, products, and yield Reactants: C(C1=CC=CC=C1)OC1=C(C=CC(=C1)O)N1CC(N(S1(=O)=O)CC[Si](C)(C)C)=O (5-(2-benzyloxy-4-hydroxyphenyl)-1,1-dioxo-2-(2-trimethylsilanylethyl)-1,2,5-thiadiazolidin-3-one), C(CC1=CC=CC=C1)O (phenethyl alcohol), CC(C)OC(=O)/N=N/C(=O)OC(C)C (DIAD), C1(=CC=CC=C1)P(C1=CC=CC=C1)C1=CC=CC=C1 (triphenylphosphine). The solvent is C1CCOC1 (THF). The product is C(C1=CC=CC=C1)OC1=C(C=CC(=C1)OCCC1=CC=CC=C1)N1CC(N(S1(=O)=O)CC[Si](C)(C)C)=O (5-(2-Benzyloxy-4-phenethyloxyphenyl)-1,1-dioxo-2-(2-trimethylsilanylethyl)-1,2,5-thiadiazolidin-3-one). As a reaction SMILES: [CH2:1]([O:8][C:9]1[CH:14]=[C:13]([OH:15])[CH:12]=[CH:11][C:10]=1[N:16]1[S:20](=[O:22])(=[O:21])[N:19]([CH2:23][CH2:24][Si:25]([CH3:28])([CH3:27])[CH3:26])[C:18](=[O:29])[CH2:17]1)[C:2]1[CH:7]=[CH:6][CH:5]=[CH:4][CH:3]=1.[CH2:30](O)[CH2:31][C:32]1[CH:37]=[CH:36][CH:35]=[CH:34][CH:33]=1.CC(OC(/N=N/C(OC(C)C)=O)=O)C.C1(P(C2C=CC=CC=2)C2C=CC=CC=2)C=CC=CC=1>C1COCC1>[CH2:1]([O:8][C:9]1[CH:14]=[C:13]([O:15][CH2:30][CH2:31][C:32]2[CH:37]=[CH:36][CH:35]=[CH:34][CH:33]=2)[CH:12]=[CH:11][C:10]=1[N:16]1[S:20](=[O:21])(=[O:22])[N:19]([CH2:23][CH2:24][Si:25]([CH3:26])([CH3:28])[CH3:27])[C:18](=[O:29])[CH2:17]1)[C:2]1[CH:3]=[CH:4][CH:5]=[CH:6][CH:7]=1. Procedure details: A solution of 5-(2-benzyloxy-4-hydroxyphenyl)-1,1-dioxo-2-(2-trimethylsilanylethyl)-1,2,5-thiadiazolidin-3-one (90 mg, 0.21 mmol), phenethyl alcohol (37.9 mg, 0.31 mmol), DIAD (0.0612 mL, 0.31 mmol), and triphenylphosphine (81.5 mg, 0.31 mmol) in (THF 5 mL) is stirred at RT for 18 h. The solvent is removed under reduced pressure and the residue chromatographed on a Biotage 40S column using a gradient of 80:20 to 60:40 hexane/EtOAc as eluent to afford the title compound: 1H NMR (CDCl3δ7.30 (m, 11... Starting materials: BrC(=CC1=CC2=C(OCO2)C=C1)Br (5-(2,2-dibromo-vinyl)-benzo[1,3]dioxole), solution, C(CCC)[Li] (n-butyllithium). Solvent: C1CCOC1 (THF). Conditions: time 1 hour. Product: C(#C)C1=CC2=C(OCO2)C=C1 (5-Ethynyl-benzo[1,3]dioxole). Isolated yield 87.6%. Reaction SMILES: Br[C:2](Br)=[CH:3][C:4]1[CH:12]=[CH:11][C:7]2[O:8][CH2:9][O:10][C:6]=2[CH:5]=1.C([Li])CCC>C1COCC1>[C:3]([C:4]1[CH:12]=[CH:11][C:7]2[O:8][CH2:9][O:10][C:6]=2[CH:5]=1)#[CH:2]. Procedure details: To a solution of 5-(2,2-dibromo-vinyl)-benzo[1,3]dioxole (1.47 g, 5.0 mmol) in THF (10 mL) at −78° C. was added 2.0 M solution of n-butyllithium (5.5 mL, in cyclohexane) over 5 minutes period. After the addition completed, the reaction was stirred for 1 h, and then quenched with saturated NH4Cl. The mixture was allowed to warm up to room temperature. THF was removed. The aqueous was extracted with ethyl acetate. The organic layer was washed with water, brine, dried over Na2SO4, concentrated, and... Reactants: C(C1=CC=CC=C1)=O (benzaldehyde), N[C@@H](CC1=CC=CC=C1)C(=O)O (Phe), C(C1=CC=CC=C1)=O (benzaldehyde), [BH4-].[Na+] (NaBH4), [BH4-].[Na+] (NaBH4). Solvent: [OH-].[Na+] (NaOH). Reaction conditions: time 10 minute. Product: C(C1=CC=CC=C1)N[C@@H](CC1=CC=CC=C1)C(=O)O (Nα -benzyl-phenylalanine). As a reaction SMILES: [NH2:1][C@H:2]([C:10]([OH:12])=[O:11])[CH2:3][C:4]1[CH:9]=[CH:8][CH:7]=[CH:6][CH:5]=1.[CH:13](=O)[C:14]1[CH:19]=[CH:18][CH:17]=[CH:16][CH:15]=1.[BH4-].[Na+]>[OH-].[Na+]>[CH2:13]([NH:1][C@H:2]([C:10]([OH:12])=[O:11])[CH2:3][C:4]1[CH:9]=[CH:8][CH:7]=[CH:6][CH:5]=1)[C:14]1[CH:19]=[CH:18][CH:17]=[CH:16][CH:15]=1 |f:2.3,4.5|. Reported procedure: The procedure of the process of P. Quitt et al. (Helv. Chim. Acta, 46, 327 (1963)) was followed. A 16.5 g quantity (0.1 mole) of Phe was dissolved in 50 ml of 2N aqueous NaOH solution, 10.1 ml of benzaldehyde was added to the solution with ice-cooling, and the mixture was stirred for about 10 minutes to obtain a uniform reaction mixture. To the mixture was added 1.14 g of NaBH4 in small portions at a temperature of up to 15° C., and the mixture was stirred for 30 minutes. The above procedure was... Starting materials: OCCC1OCCc2cc(Br)ccc21, C1CCOC1, CCOCC, CC(C)(C)[Si](Cl)(c1ccccc1)c1ccccc1, c1c[nH]cn1. Yields the product CC(C)(C)[Si](OCCC1OCCc2cc(Br)ccc21)(c1ccccc1)c1ccccc1. Reaction SMILES: [Br:1][c:2]1[cH:3][cH:4][c:5]2[c:6]([cH:14]1)[CH2:7][CH2:8][O:9][CH:10]2[CH2:11][CH2:12][OH:13].[CH2:43]1[O:44][CH2:45][CH2:46][CH2:47]1.[CH3:38][CH2:39][O:40][CH2:41][CH3:42].[Cl:20][Si:21]([c:22]1[cH:23][cH:24][cH:25][cH:26][cH:27]1)([c:28]1[cH:29][cH:30][cH:31][cH:32][cH:33]1)[C:34]([CH3:35])([CH3:36])[CH3:37].[nH:15]1[cH:16][cH:17][n:18][cH:19]1>>[Br:1][c:2]1[cH:3][cH:4][c:5]2[c:6]([cH:14]1)[CH2:7][CH2:8][O:9][CH:10]2[CH2:11][CH2:12][O:13][Si:21]([c:22]1[cH:23][cH:24][cH:25][cH:26][cH:27]1)([c:28]1[cH:29][cH:30][cH:31][cH:32][cH:33]1)[C:34]([CH3:35])([CH3:36])[CH3:37]. Starting materials: CC(=O)O, Cc1[nH]c(C(=O)NC2CC[NH2+]CC2)c(Cl)c1Cl, O=C([O-])C(F)(F)F, O=N[O-], [Na+], O. Yields the product Cc1[nH]c(C(=O)NC2CCN(N=O)CC2)c(Cl)c1Cl. RXN SMILES: [CH3:29][C:30](=[O:31])[OH:32].[Cl:12][c:13]1[c:14]([C:20](=[O:21])[NH:22][CH:23]2[CH2:24][CH2:25][NH2+:26][CH2:27][CH2:28]2)[nH:15][c:16]([CH3:19])[c:17]1[Cl:18].[F:5][C:6]([F:7])([F:8])[C:9]([O-:10])=[O:11].[N:1](=[O:2])[O-:3].[Na+:4].[OH2:33]>>[N:1](=[O:3])[N:26]1[CH2:25][CH2:24][CH:23]([NH:22][C:20]([c:14]2[c:13]([Cl:12])[c:17]([Cl:18])[c:16]([CH3:19])[nH:15]2)=[O:21])[CH2:28][CH2:27]1. The reactants are BrC=1NC2=CC=CC=C2C1C(=O)OC (Methyl 2-bromo-1H-indole-3-carboxylate), CC1(OB(OC1(C)C)C=C)C (4,4,5,5-tetramethyl-2-vinyl-1,3,2-dioxaborolane), C([O-])([O-])=O.[Cs+].[Cs+] (cesiumcarbonate). The reagents and catalysts are C=1C=CC(=CC1)[P](C=2C=CC=CC2)(C=3C=CC=CC3)[Pd]([P](C=4C=CC=CC4)(C=5C=CC=CC5)C=6C=CC=CC6)([P](C=7C=CC=CC7)(C=8C=CC=CC8)C=9C=CC=CC9)[P](C=1C=CC=CC1)(C=1C=CC=CC1)C=1C=CC=CC1 (tetrakis(triphenylphosphine)palladium). Run in O1CCOCC1.O (dioxane water). The product is C(=C)C=1NC2=CC=CC=C2C1C(=O)OC (methyl 2-vinyl-1H-indole-3-carboxylate). Yield: 156.9%. RXN SMILES: Br[C:2]1[NH:3][C:4]2[C:9]([C:10]=1[C:11]([O:13][CH3:14])=[O:12])=[CH:8][CH:7]=[CH:6][CH:5]=2.[CH3:15][C:16]1(C)C(C)(C)OB(C=C)O1.C(=O)([O-])[O-].[Cs+].[Cs+]>O1CCOCC1.O.C1C=CC([P]([Pd]([P](C2C=CC=CC=2)(C2C=CC=CC=2)C2C=CC=CC=2)([P](C2C=CC=CC=2)(C2C=CC=CC=2)C2C=CC=CC=2)[P](C2C=CC=CC=2)(C2C=CC=CC=2)C2C=CC=CC=2)(C2C=CC=CC=2)C2C=CC=CC=2)=CC=1>[CH:15]([C:2]1[NH:3][C:4]2[C:9]([C:10]=1[C:11]([O:13][CH3:14])=[O:12])=[CH:8][CH:7]=[CH:6][CH:5]=2)=[CH2:16] |f:2.3.4,5.6,^1:42,44,63,82|. Procedure details: Methyl 2-bromo-1H-indole-3-carboxylate (100 mg, 0.19 mmol), 4,4,5,5-tetramethyl-2-vinyl-1,3,2-dioxaborolane (154 mg, 1 mmol), tetrakis(triphenylphosphine)palladium (116 mg, 0.1 mmol) and cesiumcarbonate (326 mg, 1 mmol) in dioxane/water (20 mL, 5 mL) were stirred at room temperature for 15 hours. Filterated the solid and the solvent was concentrated in vacuum. The resulted residue was purified by silica gel column (ethyl acetate/petroleum ether=1/2) to give methyl 2-vinyl-1H-indole-3-carboxylate... Starting materials: CCOCC, CO, CN(C)C(=O)C(N)COC(=O)C(F)(F)F, [Na+], [OH-]. Product: CN(C)C(=O)C(N)CO. Reaction SMILES: [CH2:18]([O:19][CH2:20][CH3:21])[CH3:22].[CH3:23][OH:24].[F:1][C:2]([F:3])([F:4])[C:14]([O:5][CH2:6][CH:7]([NH2:8])[C:9](=[O:10])[N:11]([CH3:12])[CH3:13])=[O:15].[Na+:17].[OH-:16]>>[OH:5][CH2:6][CH:7]([NH2:8])[C:9](=[O:10])[N:11]([CH3:12])[CH3:13]. Product: COc1ccc2c(c1)c1c(n2Cc2ccccc2Cl)CCC(NC(=O)C(C)C)C1. Starting materials: COc1ccc2[nH]c3c(c2c1)CC(NC(=O)C(C)C)CC3, C[Si](C)(C)[N-][Si](C)(C)C, Clc1ccccc1CBr, [K+], C1CCOC1. RXN SMILES: [CH3:1][O:2][c:3]1[cH:4][c:5]2[c:6]3[c:11]([nH:12][c:13]2[cH:14][cH:15]1)[CH2:10][CH2:9][CH:8]([NH:16][C:17]([CH:18]([CH3:19])[CH3:20])=[O:21])[CH2:7]3.[CH3:22][Si:23]([N-:24][Si:25]([CH3:26])([CH3:27])[CH3:28])([CH3:29])[CH3:30].[Cl:32][c:33]1[c:34]([CH2:35][Br:36])[cH:37][cH:38][cH:39][cH:40]1.[K+:31].[O:41]1[CH2:42][CH2:43][CH2:44][CH2:45]1>>[CH3:1][O:2][c:3]1[cH:4][c:5]2[c:6]3[c:11]([n:12]([CH2:35][c:34]4[c:33]([Cl:32])[cH:40][cH:39][cH:38][cH:37]4)[c:13]2[cH:14][cH:15]1)[CH2:10][CH2:9][CH:8]([NH:16][C:17]([CH:18]([CH3:19])[CH3:20])=[O:21])[CH2:7]3. As a reaction SMILES: [C:4]([CH3:5])(=[O:6])[c:7]1[c:8]([CH3:22])[c:9]2[c:14]([cH:15][cH:16]1)[S:13](=[O:17])(=[O:18])[CH2:12][C:11]([CH3:19])([CH3:20])[C:10]2=[O:21].[Cl:1][O-:2].[Na+:3].[O:23]1[CH2:24][CH2:25][O:26][CH2:27][CH2:28]1.[OH2:29]>>[O:2]=[C:4]([OH:6])[c:7]1[c:8]([CH3:22])[c:9]2[c:14]([cH:15][cH:16]1)[S:13](=[O:17])(=[O:18])[CH2:12][C:11]([CH3:19])([CH3:20])[C:10]2=[O:21]. The reactants are CC(=O)c1ccc2c(c1C)C(=O)C(C)(C)CS2(=O)=O, [O-]Cl, [Na+], C1COCCO1, O. Product: Cc1c(C(=O)O)ccc2c1C(=O)C(C)(C)CS2(=O)=O. The reactants are CO, COC1=CCC=C(OC)C1C1CCCC1, Cl, O. The product is COC1=CCCC(=O)C1C1CCCC1. As a reaction SMILES: [CH3:17][OH:18].[CH:1]1([CH:6]2[C:7]([O:14][CH3:15])=[CH:8][CH2:9][CH:10]=[C:11]2[O:12][CH3:13])[CH2:2][CH2:3][CH2:4][CH2:5]1.[ClH:16].[OH2:19]>>[CH:1]1([CH:6]2[C:7](=[O:14])[CH2:8][CH2:9][CH:10]=[C:11]2[O:12][CH3:13])[CH2:2][CH2:3][CH2:4][CH2:5]1.